This data is from the Open Reaction Database (ORD), a public repository of structured organic reaction records. The task is: describe an organic reaction: reactants, conditions, products, and yield Starting materials: O=C(Cc1ccccc1)N1C(=O)OCC1Cc1ccccc1, C=CCI, C[Si](C)(C)[N-][Si](C)(C)C, [Cl-], [NH4+], [Na+], C1CCOC1. Yields the product C=CCC(C(=O)N1C(=O)OCC1Cc1ccccc1)c1ccccc1. Reaction SMILES: [CH2:1]([c:2]1[cH:3][cH:4][cH:5][cH:6][cH:7]1)[CH:8]1[N:9]([C:14]([CH2:15][c:16]2[cH:17][cH:18][cH:19][cH:20][cH:21]2)=[O:22])[C:10](=[O:13])[O:11][CH2:12]1.[CH2:33]([CH:34]=[CH2:35])[I:36].[CH3:23][Si:24]([N-:25][Si:26]([CH3:27])([CH3:28])[CH3:29])([CH3:30])[CH3:31].[Cl-:37].[NH4+:38].[Na+:32].[O:39]1[CH2:40][CH2:41][CH2:42][CH2:43]1>>[CH2:1]([c:2]1[cH:3][cH:4][cH:5][cH:6][cH:7]1)[CH:8]1[N:9]([C:14]([CH:15]([c:16]2[cH:17][cH:18][cH:19][cH:20][cH:21]2)[CH2:35][CH:34]=[CH2:33])=[O:22])[C:10](=[O:13])[O:11][CH2:12]1. Yields the product N1[C@H](C(=O)O)CC1.C(=O)([O-])[C@@H](O)[C@H](O)C(=O)[O-] (AzeOH D-tartrate). Reported procedure: The method described in Example 1 above was followed using DL-AzeOH (3.7 g; 37 mmol), D-tartaric acid (3.0 g; 20.0 mmol), ethanol (4.5 g) and water (5.5 g) to yield 3.8 g (83%) of L- AzeOH-D-tartrate with a d.e. of 95%. Run in O (water). The reactants are N1C(C(=O)O)CC1 (DL-AzeOH), C([C@@H](O)[C@H](O)C(=O)O)(=O)O (D-tartaric acid), C(C)O (ethanol). Reaction SMILES: [NH:1]1[CH2:7][CH2:6][CH:2]1[C:3]([OH:5])=[O:4].[C:8]([OH:17])(=[O:16])[C@H:9]([C@@H:11]([C:13]([OH:15])=[O:14])[OH:12])[OH:10].C(O)C>O>[NH:1]1[CH2:7][CH2:6][C@H:2]1[C:3]([OH:5])=[O:4].[C:13]([C@H:11]([C@@H:9]([C:8]([O-:17])=[O:16])[OH:10])[OH:12])([O-:15])=[O:14] |f:4.5|. Reactants: COc1ccc(-c2nccn2N=Cc2ccc(N(C)C)cc2)cc1, COc1ccc(C(=O)CBr)cc1, CC(C)O. Product: [Br-], COc1ccc(C(=O)C[n+]2ccn(N=Cc3ccc(N(C)C)cc3)c2-c2ccc(OC)cc2)cc1. RXN SMILES: [CH3:13][N:14]([c:15]1[cH:16][cH:17][c:18]([CH:19]=[N:20][n:21]2[c:22](-[c:26]3[cH:27][cH:28][c:29]([O:32][CH3:33])[cH:30][cH:31]3)[n:23][cH:24][cH:25]2)[cH:34][cH:35]1)[CH3:36].[CH3:1][O:2][c:3]1[cH:4][cH:5][c:6]([C:7]([CH2:8][Br:9])=[O:10])[cH:11][cH:12]1.[CH3:37][CH:38]([OH:39])[CH3:40]>>[Br-:9].[CH3:1][O:2][c:3]1[cH:4][cH:5][c:6]([C:7]([CH2:8][n+:23]2[c:22](-[c:26]3[cH:27][cH:28][c:29]([O:32][CH3:33])[cH:30][cH:31]3)[n:21]([N:20]=[CH:19][c:18]3[cH:17][cH:16][c:15]([N:14]([CH3:13])[CH3:36])[cH:35][cH:34]3)[cH:25][cH:24]2)=[O:10])[cH:11][cH:12]1. Reactants: C(C)(C)N(CC)C(C)C (Diisopropylethylamine), Cl.NCCN1C(NC(C=C1C1=C(C=C(C=C1)OC)OC)=O)=S (1-(2-aminoethyl)-6-(2,4-dimethoxyphenyl)-2-thioxo-2,3-dihydropyrimidin-4(1H)-one hydrochloride), Cl.NCCN1C(NC(C=C1C1=C(C=C(C=C1)OC)OC)=O)=S (1-(2-aminoethyl)-6-(2,4-dimethoxyphenyl)-2-thioxo-2,3-dihydropyrimidin-4(1H)-one hydrochloride), Cl.N1(N=CC=C1)C(=N)N (1H-pyrazole-1-carboxamidine hydrochloride). The solvent is CN(C)C=O (DMF), CCO (EtOH). Reaction conditions: temperature 55 celsius, time 3 hour. Yields the product COC1=C(C=CC(=C1)OC)C1=CC(NC(N1CCN=C(N)N)=S)=O (2-(2-(6-(2,4-dimethoxyphenyl)-4-oxo-2-thioxo-3,4-dihydropyrimidin-1(2H)-yl)ethyl)guanidine). RXN SMILES: C(N(C(C)C)CC)(C)C.Cl.[NH2:11][CH2:12][CH2:13][N:14]1[C:19]([C:20]2[CH:25]=[CH:24][C:23]([O:26][CH3:27])=[CH:22][C:21]=2[O:28][CH3:29])=[CH:18][C:17](=[O:30])[NH:16][C:15]1=[S:31].Cl.[N:33]1([C:38](N)=[NH:39])C=CC=N1>CN(C=O)C.CCO>[CH3:29][O:28][C:21]1[CH:22]=[C:23]([O:26][CH3:27])[CH:24]=[CH:25][C:20]=1[C:19]1[N:14]([CH2:13][CH2:12][N:11]=[C:38]([NH2:39])[NH2:33])[C:15](=[S:31])[NH:16][C:17](=[O:30])[CH:18]=1 |f:1.2,3.4|. Procedure details: Diisopropylethylamine (0.22 mL, 1.3 mmol) was added to a suspension of 1-(2-aminoethyl)-6-(2,4-dimethoxyphenyl)-2-thioxo-2,3-dihydropyrimidin-4(1H)-one hydrochloride (181.6 mg, 0.528 mmol) (the product of Example 6) and 1H-pyrazole-1-carboxamidine hydrochloride (90.6 mg, 0.618 mmol) in DMF (0.55 mL). After heating for 1 h at 55° C., the reaction mixture was cooled to ambient temperature, diluted with EtOH (1.6 mL), and the solid product collected by vacuum filtration, rinsing with additional EtO...